From a dataset of the Open Reaction Database (ORD), a public repository of structured organic reaction records. describe an organic reaction: reactants, conditions, products, and yield Starting materials: C([O-])(O)=O.[Na+] (sodium bicarbonate), BrC1=CC=C2C=CN(C2=C1)S(=O)(=O)C1=CC=C(C=C1)C (6-Bromo-1-(toluene-4-sulfonyl)-1H-indole), C(C)OP(=S)(OCC)SC1C(OCCO1)SP(=S)(OCC)OCC ((3-diethoxyphosphinothioylsulfanyl-1,4-dioxan-2-yl)sulfanyl-diethoxy-sulfanylidene-phosphorane). The reagents and catalysts are [Zn] (zinc), C=1C=CC(=CC1)/C=C/C(=O)/C=C/C2=CC=CC=C2.C=1C=CC(=CC1)/C=C/C(=O)/C=C/C2=CC=CC=C2.C=1C=CC(=CC1)/C=C/C(=O)/C=C/C2=CC=CC=C2.[Pd].[Pd] (Tris(dibenzylideneacetone)dipalladium). Run in O1CCCC1 (tetrahydrofuran). Conditions: temperature 70 celsius, time 17 hour. The product is CN1CCC(CC1)C1=CC=C2C=CN(C2=C1)S(=O)(=O)C1=CC=C(C=C1)C (6-(1-methyl-piperidin-4-yl)-1-(toluene-4-sulfonyl)-1H-indole), solid. The yield is 82.0%. RXN SMILES: Br[C:2]1[CH:10]=[C:9]2[C:5]([CH:6]=[CH:7][N:8]2[S:11]([C:14]2[CH:19]=[CH:18][C:17]([CH3:20])=[CH:16][CH:15]=2)(=[O:13])=[O:12])=[CH:4][CH:3]=1.C(OP(SC1OCCOC1SP(O[CH2:43][CH3:44])(OCC)=S)(OCC)=S)C.C(=O)(O)[O-].[Na+]>C1C=CC(/C=C/C(/C=C/C2C=CC=CC=2)=O)=CC=1.C1C=CC(/C=C/C(/C=C/C2C=CC=CC=2)=O)=CC=1.C1C=CC(/C=C/C(/C=C/C2C=CC=CC=2)=O)=CC=1.[Pd].[Pd].[Zn].O1CCCC1>[CH3:9][N:8]1[CH2:44][CH2:43][CH:5]([C:2]2[CH:10]=[C:9]3[C:5]([CH:6]=[CH:7][N:8]3[S:11]([C:14]3[CH:19]=[CH:18][C:17]([CH3:20])=[CH:16][CH:15]=3)(=[O:13])=[O:12])=[CH:4][CH:3]=2)[CH2:6][CH2:7]1 |f:2.3,4.5.6.7.8|. Reported procedure: 6-Bromo-1-(toluene-4-sulfonyl)-1H-indole (340 mg, 0.97 mmol), Tris(dibenzylideneacetone)dipalladium (0) (23 mg, 0.025 mmol), and (3-diethoxyphosphinothioylsulfanyl-1,4-dioxan-2-yl)sulfanyl-diethoxy-sulfanylidene-phosphorane (Ruphos) (47 mg, 0.1 mmol) were placed into a reaction container. After deaeration, the air was replaced with nitrogen. Anhydrous tetrahydrofuran (THF) (5.0 ml) and a prepared zinc reagent suspension were added thereto, and this was stirred at 70° C. for 17 hours. After cooli... The product is OC1=CC=CC=2OCCOC21 (5-hydroxybenzodioxane). Procedure: At 0° C., boron tribromide (5.6 cm3) is added slowly to a solution of 5-methoxy-1,4-benzodioxane (5 g, 30.1 mmol) in 25 cm3 of CH2Cl2. The mixture is stirred at 0° C. for 15 min, the solution is then hydrolysed with 10 cm3 of water and the product is extracted with CH2Cl2. Purification on a silica column (eluent: 100% CH2Cl2) enables 4.49 g of a colorless oil to be obtained. The reactants are B(Br)(Br)Br (boron tribromide), COC1=CC=CC=2OCCOC21 (5-methoxy-1,4-benzodioxane). RXN SMILES: B(Br)(Br)Br.C[O:6][C:7]1[C:16]2[O:15][CH2:14][CH2:13][O:12][C:11]=2[CH:10]=[CH:9][CH:8]=1>C(Cl)Cl>[OH:6][C:7]1[C:16]2[O:15][CH2:14][CH2:13][O:12][C:11]=2[CH:10]=[CH:9][CH:8]=1. Conditions: temperature 0 celsius, time 15 minute. Run in C(Cl)Cl (CH2Cl2). The reactants are CC(C)(C)OC(=O)N1CCNC(=O)CC1, Cc1cc(OCCCN2CCNCCC2=O)ccc1-c1nc2c(C)cc(Cl)cc2[nH]1, [H-], Cc1cc(OCCCI)ccc1C=O, [Na+], CN(C)C=O, O. Product: Cc1cc(OCCCN2CCN(C(=O)OC(C)(C)C)CCC2=O)ccc1C=O. Reaction SMILES: [C:31]([CH3:32])([CH3:33])([CH3:34])[O:35][C:36](=[O:37])[N:38]1[CH2:39][CH2:40][NH:41][C:42](=[O:45])[CH2:43][CH2:44]1.[Cl:1][c:2]1[cH:3][c:4]([CH3:5])[c:6]2[n:7][c:8](-[c:9]3[cH:10][cH:11][c:12]([O:13][CH2:14][CH2:15][CH2:16][N:17]4[C:18](=[O:19])[CH2:20][CH2:21][NH:22][CH2:23][CH2:24]4)[cH:25][c:26]3[CH3:27])[nH:28][c:29]2[cH:30]1.[H-:46].[I:48][CH2:49][CH2:50][CH2:51][O:52][c:53]1[cH:54][c:55]([CH3:61])[c:56]([CH:57]=[O:58])[cH:59][cH:60]1.[Na+:47].[O:62]=[CH:63][N:64]([CH3:65])[CH3:66].[OH2:67]>>[C:31]([CH3:32])([CH3:33])([CH3:34])[O:35][C:36](=[O:37])[N:38]1[CH2:39][CH2:40][N:41]([CH2:49][CH2:50][CH2:51][O:52][c:53]2[cH:54][c:55]([CH3:61])[c:56]([CH:57]=[O:58])[cH:59][cH:60]2)[C:42](=[O:45])[CH2:43][CH2:44]1.